From a dataset of the Open Reaction Database (ORD), a public repository of structured organic reaction records. describe an organic reaction: reactants, conditions, products, and yield Reactants: C(C)(C)(C)OC(NC1=C(C=C(C(=C1)F)C#N)[N+](=O)[O-])=O ((4-cyano-5-fluoro-2-nitro-phenyl)-carbamic acid tert-butyl ester), N1CCCCC1 (piperidine). Solvent: CS(=O)C (DMSO). Product: C(C)(C)(C)OC(NC1=C(C=C(C(=C1)N1CCCCC1)C#N)[N+](=O)[O-])=O ((4-Cyano-2-nitro-5-piperidin-1-yl-phenyl)-carbamic acid tert-butyl ester), solid. Isolated yield 79.0%. RXN SMILES: [C:1]([O:5][C:6](=[O:20])[NH:7][C:8]1[CH:13]=[C:12](F)[C:11]([C:15]#[N:16])=[CH:10][C:9]=1[N+:17]([O-:19])=[O:18])([CH3:4])([CH3:3])[CH3:2].[NH:21]1[CH2:26][CH2:25][CH2:24][CH2:23][CH2:22]1>CS(C)=O>[C:1]([O:5][C:6](=[O:20])[NH:7][C:8]1[CH:13]=[C:12]([N:21]2[CH2:26][CH2:25][CH2:24][CH2:23][CH2:22]2)[C:11]([C:15]#[N:16])=[CH:10][C:9]=1[N+:17]([O-:19])=[O:18])([CH3:4])([CH3:3])[CH3:2]. Procedure details: The title compound was prepared from (4-cyano-5-fluoro-2-nitro-phenyl)-carbamic acid tert-butyl ester (Example B9) (2.0 g, 7.11 mmol) and piperidine (3.51 ml, 35.6 mmol) in DMSO (20 mL) at RT according to the general procedure C. Obtained as a yellow solid (1.94 g, 79%).